This data is from the Open Reaction Database (ORD), a public repository of structured organic reaction records. The task is: describe an organic reaction: reactants, conditions, products, and yield Yields the product NC1=NC=2C=CC=CC2C2=C1N=CN2CCCCNC(COC2=CC=CC=C2)=O (N1-[4-(4-amino-1H-imidazo[4,5-c]quinolin-1-yl)butyl]-2-phenoxyacetamide). Reactants: NCCCCN1C=NC=2C(=NC=3C=CC=CC3C21)N (1-(4-aminobutyl)-1H-imidazo[4,5-c]quinolin-4-amine), O(C1=CC=CC=C1)CC(=O)Cl (phenoxyacetyl chloride). Procedure: According to the general method of Example 14, 1-(4-aminobutyl)-1H-imidazo[4,5-c]quinolin-4-amine and phenoxyacetyl chloride were combined to provide N1-[4-(4-amino-1H-imidazo[4,5-c]quinolin-1-yl)butyl]-2-phenoxyacetamide as an off white powder, m.p. 61.5° C. (decomposition). 1H NMR (300 MHz, DMSO-d6) δ 8.19 (s, 1H), 8.12 (t, J=6.0 Hz, 1H), 8.03 (d, J=8.4 Hz, 1H), 7.62 (dd, J=8.4, 1.2 Hz, 1H), 7.44(dt, J=7.5, 1.2 Hz, 1H), 7.29-7.21 (m, 3H), 6.96-6.88 (m, 3H), 6.62 (s, 2H), 4.60 (t, J=7.2 Hz, 2H)... RXN SMILES: [NH2:1][CH2:2][CH2:3][CH2:4][CH2:5][N:6]1[C:18]2[C:17]3[CH:16]=[CH:15][CH:14]=[CH:13][C:12]=3[N:11]=[C:10]([NH2:19])[C:9]=2[N:8]=[CH:7]1.[O:20]([CH2:27][C:28](Cl)=[O:29])[C:21]1[CH:26]=[CH:25][CH:24]=[CH:23][CH:22]=1>>[NH2:19][C:10]1[C:9]2[N:8]=[CH:7][N:6]([CH2:5][CH2:4][CH2:3][CH2:2][NH:1][C:28](=[O:29])[CH2:27][O:20][C:21]3[CH:26]=[CH:25][CH:24]=[CH:23][CH:22]=3)[C:18]=2[C:17]2[CH:16]=[CH:15][CH:14]=[CH:13][C:12]=2[N:11]=1. Starting materials: S(=O)(=O)([O-])S(=O)[O-].[Na+].[Na+] (sodium metabisulphite), C1C=CC2=CC=CC=C12 (indene), CC(=O)C (acetone), C[N+]1(CCOCC1)[O-] (4-methylmorpholine-N-oxide). Reagents/catalysts: [Os](=O)(=O)(=O)=O (osmium tetroxide). Solvent: O (water), O (water), C(C)(C)(C)O (tert-butanol), C(Cl)(Cl)(Cl)Cl (carbon tetrachloride). Run at time 3 day. Product: OC1C(CC2=CC=CC=C12)O (1,2-dihydroxy-1,2-dihydroindene). Yield: 97.0%. As a reaction SMILES: [CH2:1]1C2[C:4](=[CH:5][CH:6]=CC=2)[CH:3]=[CH:2]1.[CH3:10][C:11]([CH3:13])=[O:12].C[N+]1([O-])CC[O:18]CC1.S(S([O-])=O)([O-])(=O)=O.[Na+].[Na+]>O.C(Cl)(Cl)(Cl)Cl.[Os](=O)(=O)(=O)=O.C(O)(C)(C)C>[OH:12][CH:11]1[C:13]2[C:2](=[CH:3][CH:4]=[CH:5][CH:6]=2)[CH2:1][CH:10]1[OH:18] |f:3.4.5|. Procedure details: To a stirred solution of indene (0.5 g, 4.3 m mol), in a mixture of water (2.5 cm3 acetone (5 cm3) and tert-butanol (1.5 cm3), was added 4-methylmorpholine-N-oxide (0.6 g, 5.9 mmol) and a solution of osmium tetroxide in carbon tetrachloride (0.005 g/0.5 cm3). After stirring the reaction mixture for three days, at ambient temperature, a saturated aqueous solution of sodium metabisulphite (0.5 cm3) was added and the stirring was continued for another hour. The reaction mixture was diluted with wat... The reactants are N#Cc1cccc(CBr)c1, CC1C(=O)c2cccc3cccc1c23, CCOCC, [H-], [Na+], C1CCOC1, O. Yields the product CC1(Cc2cccc(C#N)c2)C(=O)c2cccc3cccc1c23. As a reaction SMILES: [Br:17][CH2:18][c:19]1[cH:20][c:21]([C:25]#[N:26])[cH:22][cH:23][cH:24]1.[CH3:1][CH:2]1[C:3](=[O:14])[c:4]2[cH:5][cH:6][cH:7][c:8]3[cH:9][cH:10][cH:11][c:12]1[c:13]23.[CH3:33][CH2:34][O:35][CH2:36][CH3:37].[H-:15].[Na+:16].[O:28]1[CH2:29][CH2:30][CH2:31][CH2:32]1.[OH2:27]>>[CH3:1][C:2]1([CH2:18][c:19]2[cH:20][c:21]([C:25]#[N:26])[cH:22][cH:23][cH:24]2)[C:3](=[O:14])[c:4]2[cH:5][cH:6][cH:7][c:8]3[cH:9][cH:10][cH:11][c:12]1[c:13]23. Reactants: BrCC(C(=O)OCC)=O (ethyl bromopyruvate), C1(=CC=C(C=C1)S)C1=CC=CC=C1 (4-biphenylthiol), [H-].[Na+] (sodium hydride), ice water. Run in O1CCCC1 (tetrahydrofuran), O1CCCC1 (tetrahydrofuran), CN(C=O)C (dimethylformamide). Reaction conditions: time 1 hour. The product is C1(=CC=C(C=C1)SCC(C(=O)OCC)=O)C1=CC=CC=C1 (ethyl 3-(4-biphenylylthio)-2-oxopropionate). Yield: 34.6%. RXN SMILES: [C:1]1([C:8]2[CH:13]=[CH:12][CH:11]=[CH:10][CH:9]=2)[CH:6]=[CH:5][C:4]([SH:7])=[CH:3][CH:2]=1.[H-].[Na+].Br[CH2:17][C:18](=[O:24])[C:19]([O:21][CH2:22][CH3:23])=[O:20]>O1CCCC1.CN(C)C=O>[C:1]1([C:8]2[CH:13]=[CH:12][CH:11]=[CH:10][CH:9]=2)[CH:2]=[CH:3][C:4]([S:7][CH2:17][C:18](=[O:24])[C:19]([O:21][CH2:22][CH3:23])=[O:20])=[CH:5][CH:6]=1 |f:1.2|. Procedure details: To a solution of 4-biphenylthiol (2.79 g., 0.015 mole) in dry tetrahydrofuran (30 ml) and dimethylformamide (6 ml) was added portionwise sodium hydride (0.37 g., 0.015 mole) with stirring under a nitrogen atmosphere. The resulting solution was added dropwise over 45 min. to ethyl bromopyruvate (3.0 g, 0.015 mole) in dry tetrahydrofuran (30 ml) with stirring under nitrogen at -7° to -10° C. After 1 hr. at 25° C. ice-water (250 ml) was added. Extraction with methylene chloride (3×50 ml) followed b... Starting materials: ClC=1C=C(C=CC1Cl)C1(CN(CC1)C(C1=CC(=C(C(=C1)OC)OC)OC)=O)CCCS(=O)(=O)[O-] (2-[3-(3,4-dichloro-phenyl)-1-(3,4,5-trimethoxy-benzoyl)-pyrrolidin-3-yl]-ethyl-methanesulfonate), Cl.CN(C(=O)C1(CCNCC1)C1=CC=CC=C1)C (4-phenyl-piperidine-4-carboxylic acid dimethyl-amide hydrochloride). Product: CN(C(=O)C1(CCN(CC1)CCC1(CN(CC1)C(C1=CC(=C(C(=C1)OC)OC)OC)=O)C1=CC(=C(C=C1)Cl)Cl)C1=CC=CC=C1)C (1-[2-[3-(3,4-dichloro-phenyl)-1-(3,4,5-trimethoxy-benzoyl)-pyrrolidin-3-yl]-ethyl]-4-phenyl-piperidine-4-carboxylic acid dimethyl-amide). As a reaction SMILES: [Cl:1][C:2]1[CH:3]=[C:4]([C:9]2([CH2:28][CH2:29]CS([O-])(=O)=O)[CH2:13][CH2:12][N:11]([C:14](=[O:27])[C:15]3[CH:20]=[C:19]([O:21][CH3:22])[C:18]([O:23][CH3:24])=[C:17]([O:25][CH3:26])[CH:16]=3)[CH2:10]2)[CH:5]=[CH:6][C:7]=1[Cl:8].Cl.[CH3:36][N:37]([CH3:52])[C:38]([C:40]1([C:46]2[CH:51]=[CH:50][CH:49]=[CH:48][CH:47]=2)[CH2:45][CH2:44][NH:43][CH2:42][CH2:41]1)=[O:39]>>[CH3:36][N:37]([CH3:52])[C:38]([C:40]1([C:46]2[CH:51]=[CH:50][CH:49]=[CH:48][CH:47]=2)[CH2:41][CH2:42][N:43]([CH2:29][CH2:28][C:9]2([C:4]3[CH:5]=[CH:6][C:7]([Cl:8])=[C:2]([Cl:1])[CH:3]=3)[CH2:13][CH2:12][N:11]([C:14](=[O:27])[C:15]3[CH:20]=[C:19]([O:21][CH3:22])[C:18]([O:23][CH3:24])=[C:17]([O:25][CH3:26])[CH:16]=3)[CH2:10]2)[CH2:44][CH2:45]1)=[O:39] |f:1.2|. Procedure details: Prepare by the method of example 3.3 using 2-[3-(3,4-dichloro-phenyl)-1-(3,4,5-trimethoxy-benzoyl)-pyrrolidin-3-yl]-ethyl-methanesulfonate (5 mmol) and 4-phenyl-piperidine-4-carboxylic acid dimethyl-amide hydrochloride (7.5 mmol, 1.5 eq.). Chromatograph on silica gel to give the title compound.